Dataset: the Open Reaction Database (ORD), a public repository of structured organic reaction records. Task: describe an organic reaction: reactants, conditions, products, and yield Reactants: [BH3-]C#N, CO, CC(=O)O, CC12CCC3c4ccc(Cl)cc4CCC3C1CCC2=O, NCc1cccc(C(F)(F)F)c1, [Na+], [Na+], C1CCOC1, [OH-], O. Yields the product CC12CCC3c4ccc(Cl)cc4CCC3C1CCC2NCc1cccc(C(F)(F)F)c1. RXN SMILES: [C:33]([BH3-:34])#[N:35].[CH3:39][OH:40].[CH3:47][C:48](=[O:49])[OH:50].[Cl:1][c:2]1[cH:3][c:4]2[c:17]([cH:18][cH:19]1)[CH:16]1[CH:7]([CH2:6][CH2:5]2)[CH:8]2[CH2:9][CH2:10][C:11](=[O:20])[C:12]2([CH3:13])[CH2:14][CH2:15]1.[F:21][C:22]([c:23]1[cH:24][c:25]([CH2:26][NH2:27])[cH:28][cH:29][cH:30]1)([F:31])[F:32].[Na+:36].[Na+:38].[O:41]1[CH2:42][CH2:43][CH2:44][CH2:45]1.[OH-:37].[OH2:46]>>[Cl:1][c:2]1[cH:3][c:4]2[c:17]([cH:18][cH:19]1)[CH:16]1[CH:7]([CH2:6][CH2:5]2)[CH:8]2[CH2:9][CH2:10][CH:11]([NH:27][CH2:26][c:25]3[cH:24][c:23]([C:22]([F:21])([F:31])[F:32])[cH:30][cH:29][cH:28]3)[C:12]2([CH3:13])[CH2:14][CH2:15]1.